Dataset: the Open Reaction Database (ORD), a public repository of structured organic reaction records. Task: describe an organic reaction: reactants, conditions, products, and yield The reactants are COc1ccc2c(COc3cccc4[nH]c(C(=O)NC5CCN(CC6CCCN7CCCCC67)CC5)cc34)coc2c1, Cl, Cl, Cl, NC1CCN(CCN2CCCCCC2)CC1. Yields the product COc1ccc2c(COc3cccc4[nH]c(C(=O)NC5CCN(CCN6CCCCCC6)CC5)cc34)coc2c1. As a reaction SMILES: [CH:1]1([CH2:2][N:12]2[CH2:13][CH2:14][CH:15]([NH:18][C:19](=[O:20])[c:21]3[nH:22][c:23]4[cH:24][cH:25][cH:26][c:27]([O:30][CH2:31][c:32]5[cH:33][o:34][c:35]6[c:36]5[cH:37][cH:38][c:39]([O:41][CH3:42])[cH:40]6)[c:28]4[cH:29]3)[CH2:16][CH2:17]2)[CH:3]2[N:4]([CH2:5][CH2:6][CH2:7][CH2:8]2)[CH2:9][CH2:10][CH2:11]1.[ClH:43].[ClH:44].[ClH:45].[N:46]1([CH2:53][CH2:54][N:55]2[CH2:56][CH2:57][CH:58]([NH2:59])[CH2:60][CH2:61]2)[CH2:47][CH2:48][CH2:49][CH2:50][CH2:51][CH2:52]1>>[N:12]1([CH2:54][CH2:53][N:46]2[CH2:47][CH2:48][CH2:49][CH2:50][CH2:51][CH2:52]2)[CH2:13][CH2:14][CH:15]([NH:18][C:19](=[O:20])[c:21]2[nH:22][c:23]3[cH:24][cH:25][cH:26][c:27]([O:30][CH2:31][c:32]4[cH:33][o:34][c:35]5[c:36]4[cH:37][cH:38][c:39]([O:41][CH3:42])[cH:40]5)[c:28]3[cH:29]2)[CH2:16][CH2:17]1. Starting materials: CCN(C(C)C)C(C)C, CCn1ncc(Cl)c1-c1cc(C(=O)O)sc1Cl, ClCCl, NC(Cc1cccc(F)c1)CN1C(=O)c2ccccc2C1=O. Product: CCn1ncc(Cl)c1-c1cc(C(=O)NC(Cc2cccc(F)c2)CN2C(=O)c3ccccc3C2=O)sc1Cl. RXN SMILES: [CH:18]([N:19]([CH2:20][CH3:21])[CH:22]([CH3:23])[CH3:24])([CH3:25])[CH3:26].[Cl:1][c:2]1[c:3](-[c:10]2[c:11]([Cl:17])[cH:12][n:13][n:14]2[CH2:15][CH3:16])[cH:4][c:5]([C:7](=[O:8])[OH:9])[s:6]1.[Cl:49][CH2:50][Cl:51].[NH2:27][CH:28]([CH2:29][N:30]1[C:31](=[O:40])[c:32]2[cH:33][cH:34][cH:35][cH:36][c:37]2[C:38]1=[O:39])[CH2:41][c:42]1[cH:43][c:44]([F:48])[cH:45][cH:46][cH:47]1>>[Cl:1][c:2]1[c:3](-[c:10]2[c:11]([Cl:17])[cH:12][n:13][n:14]2[CH2:15][CH3:16])[cH:4][c:5]([C:7](=[O:9])[NH:27][CH:28]([CH2:29][N:30]2[C:31](=[O:40])[c:32]3[cH:33][cH:34][cH:35][cH:36][c:37]3[C:38]2=[O:39])[CH2:41][c:42]2[cH:43][c:44]([F:48])[cH:45][cH:46][cH:47]2)[s:6]1. Reactants: CCOC(C)=O, COCCOC, Clc1ccc2ccccc2n1, [Na+], [Na+], O=C([O-])[O-], CC(=O)[O-], CC(=O)[O-], O, [Pd+2], Cc1ccccc1-c1ccccc1B(O)O, c1ccc(P(c2ccccc2)c2ccccc2)cc1. Product: Cc1ccccc1-c1ccc2ccccc2n1. As a reaction SMILES: [CH3:62][CH2:63][O:64][C:65](=[O:66])[CH3:67].[CH3:69][O:70][CH2:71][CH2:72][O:73][CH3:74].[Cl:1][c:2]1[n:3][c:4]2[cH:5][cH:6][cH:7][cH:8][c:9]2[cH:10][cH:11]1.[Na+:28].[Na+:29].[O-:30][C:31](=[O:32])[O-:33].[O-:54][C:55]([CH3:56])=[O:57].[O-:58][C:59]([CH3:60])=[O:61].[OH2:68].[Pd+2:53].[c:12]1([CH3:27])[c:13](-[c:18]2[cH:19][cH:20][cH:21][cH:22][c:23]2[B:24]([OH:25])[OH:26])[cH:14][cH:15][cH:16][cH:17]1.[c:34]1([P:35]([c:36]2[cH:37][cH:38][cH:39][cH:40][cH:41]2)[c:42]2[cH:43][cH:44][cH:45][cH:46][cH:47]2)[cH:48][cH:49][cH:50][cH:51][cH:52]1>>[c:2]1(-[c:13]2[c:12]([CH3:27])[cH:17][cH:16][cH:15][cH:14]2)[n:3][c:4]2[cH:5][cH:6][cH:7][cH:8][c:9]2[cH:10][cH:11]1. Procedure details: 3-[2,2-Difluoro-2-(4′-methoxy-biphenyl-4-yl)-ethyl]-5-phenylsulfanylmethyl-dihydro-furan-2-one. A solution of phenylthiol (0.65 mmol) in THF (5 mL) is treated with BuLi (0.65 mmol) at −20° C. After being stirred for 20 min at −20° C., Example 18d (0.5 mmol) in THF (5 mL) is added dropwise. The mixture is allowed to warm to 0° C. and kept at that temperature for 2 hours, then is warmed up to room temperature and stirred for 3 hours. The reaction is quenched with saturated NH4Cl, neutralized with ... Starting materials: C1=CC=C(C=C1)S (phenylthiol), [Li]CCCC (BuLi), C1CCOC1 (THF), FC(CC1C(OC(C1)CSC1=CC=CC=C1)=O)(C1=CC=C(C=C1)C1=CC=C(C=C1)OC)F (3-[2,2-Difluoro-2-(4′-methoxy-biphenyl-4-yl)-ethyl]-5-phenylsulfanylmethyl-dihydro-furan-2-one), Example 18d, C1CCOC1 (THF). Yields the product FC(CC(C(=O)O)CC(CSC1=CC=CC=C1)O)(C1=CC=C(C=C1)C1=CC=C(C=C1)OC)F (2-[2,2-Difluoro-2-(4′-methoxy-biphenyl-4-yl)-ethyl]-4-hydroxy-5-phenylsulfanyl-pentanoic acid). As a reaction SMILES: [F:1][C:2]([F:32])([C:18]1[CH:23]=[CH:22][C:21]([C:24]2[CH:29]=[CH:28][C:27]([O:30][CH3:31])=[CH:26][CH:25]=2)=[CH:20][CH:19]=1)[CH2:3][CH:4]1[CH2:8][CH:7]([CH2:9][S:10][C:11]2[CH:16]=[CH:15][CH:14]=[CH:13][CH:12]=2)[O:6][C:5]1=[O:17].C1C=CC(S)=CC=1.[Li]CCCC.C1C[O:48]CC1>>[F:1][C:2]([F:32])([C:18]1[CH:23]=[CH:22][C:21]([C:24]2[CH:29]=[CH:28][C:27]([O:30][CH3:31])=[CH:26][CH:25]=2)=[CH:20][CH:19]=1)[CH2:3][CH:4]([CH2:8][CH:7]([OH:48])[CH2:9][S:10][C:11]1[CH:16]=[CH:15][CH:14]=[CH:13][CH:12]=1)[C:5]([OH:6])=[O:17]. Run at temperature -20 celsius, time 20 minute. The reactants are C(CCC)C=1N=C(SC1COC1=CC(=C(C#N)C=C1)SC)C1=CC=C(C=C1)C(F)(F)F (4-[4-butyl-2-(4-trifluoromethyl-phenyl)-thiazol-5-ylmethoxy]-2-methylsulfanyl-benzonitrile), ClC1=CC(=CC=C1)C(=O)OO (meta-chloroperbenzoic acid), [Na] (sodium). Solvent: ClCCl (dichloromethane). Conditions: temperature 0 celsius, time 2 hour. The product is C(CCC)C=1N=C(SC1COC1=CC(=C(C#N)C=C1)S(=O)C)C1=CC=C(C=C1)C(F)(F)F (4-[4-butyl-2-(4-trifluoromethyl-phenyl)-thiazol-5-ylmethoxy]-2-methylsulfinyl-benzonitrile). Yield: 98.9%. RXN SMILES: [CH2:1]([C:5]1[N:6]=[C:7]([C:22]2[CH:27]=[CH:26][C:25]([C:28]([F:31])([F:30])[F:29])=[CH:24][CH:23]=2)[S:8][C:9]=1[CH2:10][O:11][C:12]1[CH:19]=[CH:18][C:15]([C:16]#[N:17])=[C:14]([S:20][CH3:21])[CH:13]=1)[CH2:2][CH2:3][CH3:4].ClC1C=CC=C(C(OO)=[O:40])C=1.[Na]>ClCCl>[CH2:1]([C:5]1[N:6]=[C:7]([C:22]2[CH:23]=[CH:24][C:25]([C:28]([F:29])([F:31])[F:30])=[CH:26][CH:27]=2)[S:8][C:9]=1[CH2:10][O:11][C:12]1[CH:19]=[CH:18][C:15]([C:16]#[N:17])=[C:14]([S:20]([CH3:21])=[O:40])[CH:13]=1)[CH2:2][CH2:3][CH3:4] |^1:42|. Procedure details: To a solution of 200 mg of 4-[4-butyl-2-(4-trifluoromethyl-phenyl)-thiazol-5-ylmethoxy]-2-methylsulfanyl-benzonitrile (prepared according to the method described in example 23) in 4 ml of dichloromethane at 0° C. was added 74 mg of meta-chloroperbenzoic acid. The resulting mixture was stirred at 0° C. for 2 hours then kept in the freezer overnight. A saturated aqueous solution of sodium hydrogenocarbonate was added and the organic layer was separated. The aqueous layer was extracted with dichlor... The reactants are Fc1c(Br)ccc2c1OC(c1ccccc1)(c1ccccc1)O2, [Li]CCCC, CN(C)C=O, CCCCCC, [Cl-], [NH4+], C1CCOC1. Product: O=Cc1ccc2c(c1F)OC(c1ccccc1)(c1ccccc1)O2. As a reaction SMILES: [Br:1][c:2]1[c:3]([F:23])[c:4]2[c:5]([cH:21][cH:22]1)[O:6][C:7]([c:9]1[cH:10][cH:11][cH:12][cH:13][cH:14]1)([c:15]1[cH:16][cH:17][cH:18][cH:19][cH:20]1)[O:8]2.[CH2:24]([Li:25])[CH2:26][CH2:27][CH3:28].[CH3:29][N:30]([CH:31]=[O:32])[CH3:33].[CH3:41][CH2:42][CH2:43][CH2:44][CH2:45][CH3:46].[Cl-:34].[NH4+:35].[O:36]1[CH2:37][CH2:38][CH2:39][CH2:40]1>>[c:2]1([CH:31]=[O:32])[c:3]([F:23])[c:4]2[c:5]([cH:21][cH:22]1)[O:6][C:7]([c:9]1[cH:10][cH:11][cH:12][cH:13][cH:14]1)([c:15]1[cH:16][cH:17][cH:18][cH:19][cH:20]1)[O:8]2.